From a dataset of the Open Reaction Database (ORD), a public repository of structured organic reaction records. describe an organic reaction: reactants, conditions, products, and yield Reactants: CCOC(=O)c1cn2cc(Cl)ccc2n1, [Li+], C1CCOC1, [OH-], O. Product: O=C([O-])c1cn2cc(Cl)ccc2n1, [Li+]. RXN SMILES: [Cl:1][c:2]1[cH:3][cH:4][c:5]2[n:6]([cH:7]1)[cH:8][c:9]([C:11](=[O:12])[O:13][CH2:14][CH3:15])[n:10]2.[Li+:17].[O:19]1[CH2:20][CH2:21][CH2:22][CH2:23]1.[OH-:18].[OH2:16]>>[Cl:1][c:2]1[cH:3][cH:4][c:5]2[n:6]([cH:7]1)[cH:8][c:9]([C:11](=[O:12])[O-:13])[n:10]2.[Li+:17]. The reactants are C(C)OCN1CCC(CC1)COC1=NOC2=C1C(=CC=C2)OC2CCOCC2 (3-{[1-(Ethoxymethyl)piperidin-4-yl]methoxy}-4-(tetrahydro-2H-pyran-4-yloxy)-1,2-benzisoxazole), C1(CCCCC1)=C(O[Si](C)(C)C)OC ([cyclohexylidene(methoxy)methoxy](trimethyl)silane), COC(O[Si](C)(C)C)=C1CCOCC1 ([methoxy(tetrahydro-4H-pyran-4-ylidene)methoxy](trimethyl)silane). Yields the product O1CCC(CC1)OC1=CC=CC2=C1C(=NO2)OCC2CCN(CC2)CC2(CCCCC2)C(=O)OC (Methyl 1-{[4-({[4-(tetrahydro-2H-pyran-4-yloxy)-1,2-benzisoxazol-3-yl]oxy}methyl)piperidin-1-yl]-methyl}cyclohexanecarboxylate). RXN SMILES: C(O[CH2:4][N:5]1[CH2:10][CH2:9][CH:8]([CH2:11][O:12][C:13]2[C:17]3[C:18]([O:22][CH:23]4[CH2:28][CH2:27][O:26][CH2:25][CH2:24]4)=[CH:19][CH:20]=[CH:21][C:16]=3[O:15][N:14]=2)[CH2:7][CH2:6]1)C.[C:29]1(=[C:35]([O:41][CH3:42])[O:36][Si](C)(C)C)[CH2:34][CH2:33][CH2:32][CH2:31][CH2:30]1.COC(=C1CCOCC1)O[Si](C)(C)C>>[O:26]1[CH2:25][CH2:24][CH:23]([O:22][C:18]2[C:17]3[C:13]([O:12][CH2:11][CH:8]4[CH2:9][CH2:10][N:5]([CH2:4][C:29]5([C:35]([O:41][CH3:42])=[O:36])[CH2:34][CH2:33][CH2:32][CH2:31][CH2:30]5)[CH2:6][CH2:7]4)=[N:14][O:15][C:16]=3[CH:21]=[CH:20][CH:19]=2)[CH2:28][CH2:27]1. Reported procedure: The title compound was prepared according to the procedure described in Step 5 of EXAMPLE 7 using 3-{[1-(ethoxymethyl)piperidin-4-yl]methoxy}-4-(tetrahydro-2H-pyran-4-yloxy)-1,2-benzisoxazole (EXAMPLE 30, Step 1) and [cyclohexylidene(methoxy)methoxy](trimethyl)silane (Tetrahedron 2004, 60, 8957-8966) instead of 4-(benzyloxy)-3-{2-[1-(ethoxymethyl)piperidin-4-yl]ethoxy}-1,2-benzisoxazole and [methoxy(tetrahydro-4H-pyran-4-ylidene)methoxy](trimethyl)silane. Reactants: C(C)(=O)OC(C)=O (Acetic anhydride), N1=CC=CC=C1 (pyridine), OC1(C2([C@@H](OC1=O)C1=C(CCC[C@@]1(CC2)C)C)O)CO ((5aR,9bS)-3,3a-Dihydroxy-3-(hydroxymethyl)-5a,9-dimethyl-3,3a,4,5,5a,6,7,8-octahydronaphtho[1,2-b]furan-2(9bH)-one). The reagents and catalysts are CN(C1=CC=NC=C1)C (4-(dimethylamino)-pyridine). Run in ClCCl (dichloromethane). Conditions: time 30 minute. The product is C(C)(=O)OCC1(C2([C@@H](OC1=O)C1=C(CCC[C@@]1(CC2)C)C)O)O (((5aR,9bS)-3,3a-Dihydroxy-5a,9-dimethyl-2-oxo-2,3,3a,4,5,5a,6,7,8,9b-decahydronaphtho[1,2-b]furan-3-yl)methyl acetate). As a reaction SMILES: [OH:1][C:2]1([CH2:19][OH:20])[C:6](=[O:7])[O:5][C@H:4]2[C:8]3[C@@:13]([CH3:16])([CH2:14][CH2:15][C:3]12[OH:18])[CH2:12][CH2:11][CH2:10][C:9]=3[CH3:17].[C:21](OC(=O)C)(=[O:23])[CH3:22].N1C=CC=CC=1>ClCCl.CN(C)C1C=CN=CC=1>[C:21]([O:20][CH2:19][C:2]1([OH:1])[C:6](=[O:7])[O:5][C@H:4]2[C:8]3[C@@:13]([CH3:16])([CH2:14][CH2:15][C:3]12[OH:18])[CH2:12][CH2:11][CH2:10][C:9]=3[CH3:17])(=[O:23])[CH3:22]. Reported procedure: Compound of example 2 (150 mg, 0.531 mmole) was dissolved in dichloromethane (10 mL). Acetic anhydride (54.25 mg, 0.531 mmole), pyridine (84 mg, 1.062 mmole) and 4-(dimethylamino)-pyridine (DMAP) (2 mg) were added to this solution and reaction mixture was stirred for 30 minutes. Reaction mixture was extracted with dichloromethane (3×100 mL). The dichloromethane layer was washed with water and brine and was dried over sodium sulfate. The solvent was removed and crude product was purified by cryst... Reactants: C(CCC)[Li] (n-butyllithium), C(C)(C)NC(C)C (diisopropylamine), [Li+].CC(C)[N-]C(C)C (LDA), FC1=CC=C(C=N1)C(C)N1CCOCC1 (4-(1-(6-fluoropyridin-3-yl)ethyl)morpholine), B(OC(C)C)(OC(C)C)OC(C)C (triisopropyl borate). The solvent is C1CCOC1 (THF), C1CCOC1 (THF), C1CCOC1 (THF). Run at temperature -78 celsius, time 1.5 hour. Product: [Li+].CC(C)[N-]C(C)C (LDA), FC1=NC=C(C=C1B(O)O)C(C)N1CCOCC1 (2-fluoro-5-(1-morpholinoethyl)pyridin-3-ylboronic acid). Yield: 96.0%. As a reaction SMILES: C([Li:5])CCC.[CH:6]([NH:9][CH:10]([CH3:12])[CH3:11])([CH3:8])[CH3:7].[Li+].CC([N-]C(C)C)C.[F:21][C:22]1[N:27]=[CH:26][C:25]([CH:28]([N:30]2[CH2:35][CH2:34][O:33][CH2:32][CH2:31]2)[CH3:29])=[CH:24][CH:23]=1.[B:36](OC(C)C)([O:41]C(C)C)[O:37]C(C)C>C1COCC1>[Li+:5].[CH3:7][CH:6]([N-:9][CH:10]([CH3:12])[CH3:11])[CH3:8].[F:21][C:22]1[C:23]([B:36]([OH:41])[OH:37])=[CH:24][C:25]([CH:28]([N:30]2[CH2:35][CH2:34][O:33][CH2:32][CH2:31]2)[CH3:29])=[CH:26][N:27]=1 |f:2.3,7.8|. Reported procedure: A solution of LDA was prepared by addition of n-butyllithium (1.6 M in hexanes, 9.60 mL, 15.35 mmol) to a solution of diisopropylamine (2.152 mL, 15.35 mmol) in THF (20 mL) at −40° C. The LDA solution was cooled to −78° C. and a solution of 4-(1-(6-fluoropyridin-3-yl)ethyl)morpholine (2.69 g, 12.79 mmol) in THF (15 mL) was added slowly over 20 min. The deep-red mixture was stirred at −78° C. for 1.5 h. A solution of triisopropyl borate (4.41 mL, 19.19 mmol) in THF (10 mL) was added slowly. The r... Reactants: [Li+].[OH-] (LiOH), C(#N)C1(CCN(CC1)C1CCN(CCC1)C(=O)OCC)C(=O)OCC (Ethyl 4-[4-cyano-4-(ethoxycarbonyl)piperidin-1-yl]azepane-1-carboxylate), Cl (hydrochloric acid). Solvent: CO (methanol). Reaction conditions: time 1.5 hour. Product: C(#N)C1(CCN(CC1)C1CCN(CCC1)C(=O)OCC)C(=O)O (4-cyano-1-[1-(ethoxycarbonyl)azepan-4-yl]piperidine-4-carboxylic acid). Isolated yield 1053.4%. RXN SMILES: [C:1]([C:3]1([C:21]([O:23]CC)=[O:22])[CH2:8][CH2:7][N:6]([CH:9]2[CH2:15][CH2:14][CH2:13][N:12]([C:16]([O:18][CH2:19][CH3:20])=[O:17])[CH2:11][CH2:10]2)[CH2:5][CH2:4]1)#[N:2].[Li+].[OH-].Cl>CO>[C:1]([C:3]1([C:21]([OH:23])=[O:22])[CH2:4][CH2:5][N:6]([CH:9]2[CH2:15][CH2:14][CH2:13][N:12]([C:16]([O:18][CH2:19][CH3:20])=[O:17])[CH2:11][CH2:10]2)[CH2:7][CH2:8]1)#[N:2] |f:1.2|. Procedure details: Ethyl 4-[4-cyano-4-(ethoxycarbonyl)piperidin-1-yl]azepane-1-carboxylate (0.067 g, 0.182 mmol) was dissolved in methanol (4 mL) at rt and 1M LiOH sol. (0.2 mL) was added. The reaction mixture was stirred at rt for 1.5 h. The pH was carefully adjusted to pH 6 by addition of concentrated hydrochloric acid, the solvents were removed in vacuo, to give 4-cyano-1-[1-(ethoxycarbonyl)azepan-4-yl]piperidine-4-carboxylic acid, (0.62 g), Intermediate 9, as a yellow oil which was used directly without furthe... Starting materials: C(C=C)OC(=O)O[C@H](C)[C@@H]1[C@@H]2N(C(=C([C@@H]2C)CO)C(=O)OCC=C)C1=O (allyl (1S,5R,6S)-6-[(1R)-1-allyloxycarbonyloxyethyl]-2-hydroxymethyl-1-methyl-1-carbapen-2-em-3-carboxylate), CC=1N=CN2C1SC=C2 (7-methylimidazo[5,1-b]thiazole). Yields the product O[C@H](C)[C@@H]1[C@@H]2N(C(=C([C@@H]2C)CN2C=[N+]3C(SC=C3)=C2C)C(=O)[O-])C1=O ((1S,5R,6S)-6-[(1R)-1-hydroxyethyl]-2-(7-methylimidazo[5,1-b]thiazolium-6-yl)methyl-1-methyl-1-carbapen-2-em-3-carboxylate). Isolated yield 7.7%. RXN SMILES: C(OC([O:7][C@@H:8]([C@H:10]1[C:25](=[O:26])[N:12]2[C:13]([C:19]([O:21]CC=C)=[O:20])=[C:14]([CH2:17]O)[C@H:15]([CH3:16])[C@H:11]12)[CH3:9])=O)C=C.[CH3:27][C:28]1[N:29]=[CH:30][N:31]2[CH:35]=[CH:34][S:33][C:32]=12>>[OH:7][C@@H:8]([C@H:10]1[C:25](=[O:26])[N:12]2[C:13]([C:19]([O-:21])=[O:20])=[C:14]([CH2:17][N:29]3[C:28]([CH3:27])=[C:32]4[S:33][CH:34]=[CH:35][N+:31]4=[CH:30]3)[C@H:15]([CH3:16])[C@H:11]12)[CH3:9]. Reported procedure: The same procedure as in Example 1 was repeated except that 103 mg of allyl (1S,5R,6S)-6-[(1R)-1-allyloxycarbonyloxyethyl]-2-hydroxymethyl-1-methyl-1-carbapen-2-em-3-carboxylate and 117 mg of 7-methylimidazo[5,1-b]thiazole were used, thereby obtaining 7.8 mg of the title compound. Run in C1(=CC=CC=C1)C (toluene). The reagents and catalysts are CCCCCCCC[N+](C)(CCCCCCCC)CCCCCCCC.[Cl-] (Aliquat 336). Reaction SMILES: Br[CH2:2]Br.[Br:4][C:5]1[C:6]([SH:12])=[C:7]([OH:11])[CH:8]=[CH:9][CH:10]=1.[OH-].[Na+].O>CCCCCCCC[N+](CCCCCCCC)(CCCCCCCC)C.[Cl-].C1(C)C=CC=CC=1>[Br:4][C:5]1[C:6]2[S:12][CH2:2][O:11][C:7]=2[CH:8]=[CH:9][CH:10]=1 |f:2.3,5.6|. Reactants: BrCBr (dibromomethane), BrC=1C(=C(C=CC1)O)S (3-bromo-2-mercapto phenol), O (H2O), [OH-].[Na+] (sodium hydroxide). Reported procedure: To a solution of 17 g dibromomethane and Aliquat 336® in 200 ml toluene is added dropwise a solution of 21 g 3-bromo-2-mercapto phenol [prepared according to the procedure of S. Cabiddu et al., Synthesis, loc. cit.] and A. Bashall and J. Collins, Tetrahed. Lett., loc. cit.] 24 g of 50% sodium hydroxide and 50 ml H2O. The reaction mixture is then heated at reflux for 16 hours and cooled to ambient temperature. The organic phase is separated, washed with 1N sodium hydroxide and water, dried and co... The product is BrC1=CC=CC2=C1SCO2 (4-bromo-1,3-benzoxathiole). The yield is 65.9%. Starting materials: ( 1 ), ( 1 ), FC(CCS(=O)(=O)N(C)[C@H](C(=O)O)CC=C)(F)F ((S)-2-(3,3,3-Trifluoro-N-methyl-propylsulfonamido)pent-4-enoic acid), C(C=C)O[C@@H]1C[C@@H](C2=CC(=CC=C12)OC)NC[C@H]([C@H](CC1=CC(=CC(=C1)Cl)Cl)N)O ((2R,3S)-1-((1S,3R)-3-(allyloxy)-6-methoxy-2,3-dihydro-1H-inden-1-ylamino)-3-amino-4-(3,5-dichloro-phenyl)butan-2-ol). Product: C(C=C)O[C@@H]1C[C@@H](C2=CC(=CC=C12)OC)NC[C@H]([C@H](CC1=CC(=CC(=C1)Cl)Cl)NC([C@H](CC=C)N(S(=O)(=O)CCC(F)(F)F)C)=O)O ((S)-N-((2S,3R)-4-((1S,3R)-3-(allyloxy)-6-methoxy-2,3-dihydro-1H-inden-1-ylamino)-1-(3,5-dichlorophenyl)-3-hydroxybutan-2-yl)-2-(3,3,3-trifluoro-N-methylpropylsulfonamido)pent-4-enamide). The yield is 24.0%. Reaction SMILES: [F:1][C:2]([F:18])([F:17])[CH2:3][CH2:4][S:5]([N:8]([C@@H:10]([CH2:14][CH:15]=[CH2:16])[C:11]([OH:13])=O)[CH3:9])(=[O:7])=[O:6].[CH2:19]([O:22][C@H:23]1[C:31]2[C:26](=[CH:27][C:28]([O:32][CH3:33])=[CH:29][CH:30]=2)[C@@H:25]([NH:34][CH2:35][C@@H:36]([OH:48])[C@@H:37]([NH2:47])[CH2:38][C:39]2[CH:44]=[C:43]([Cl:45])[CH:42]=[C:41]([Cl:46])[CH:40]=2)[CH2:24]1)[CH:20]=[CH2:21]>>[CH2:19]([O:22][C@H:23]1[C:31]2[C:26](=[CH:27][C:28]([O:32][CH3:33])=[CH:29][CH:30]=2)[C@@H:25]([NH:34][CH2:35][C@@H:36]([OH:48])[C@@H:37]([NH:47][C:11](=[O:13])[C@@H:10]([N:8]([CH3:9])[S:5]([CH2:4][CH2:3][C:2]([F:1])([F:18])[F:17])(=[O:6])=[O:7])[CH2:14][CH:15]=[CH2:16])[CH2:38][C:39]2[CH:40]=[C:41]([Cl:46])[CH:42]=[C:43]([Cl:45])[CH:44]=2)[CH2:24]1)[CH:20]=[CH2:21]. Procedure: Step DM (1): (S)-2-(3,3,3-Trifluoro-N-methyl-propylsulfonamido)pent-4-enoic acid (33 mg, 0.11 mmol, from Preparation J) was coupled with (2R,3S)-1-((1S,3R)-3-(allyloxy)-6-methoxy-2,3-dihydro-1H-inden-1-ylamino)-3-amino-4-(3,5-dichloro-phenyl)butan-2-ol (50 mg, from Preparation BG) by a procedure analogous to Step DL (1) to afford 19.1 mg of (S)-N-((2S,3R)-4-((1S,3R)-3-(allyloxy)-6-methoxy-2,3-dihydro-1H-inden-1-ylamino)-1-(3,5-dichlorophenyl)-3-hydroxybutan-2-yl)-2-(3,3,3-trifluoro-N-methylpropy... The reactants are FC=1C=C(COC2=CC=C(C=C2)N)C=CC1 (4-(3-fluoro-benzyloxy)-phenylamine), C(C)OC(C(C(=O)O)(C)C)=O (2,2-dimethyl-malonic acid monoethyl ester). Run in C1CCCCC1.C(C)(=O)OCC (cyclohexane ethyl acetate). Yields the product C(C)OC(C(C(=O)NC1=CC=C(C=C1)OCC1=CC(=CC=C1)F)(C)C)=O (N-[4-(3-Fluoro-benzyloxy)-phenyl]-2,2-dimethyl-malonamic acid ethyl ester). As a reaction SMILES: [F:1][C:2]1[CH:3]=[C:4]([CH:14]=[CH:15][CH:16]=1)[CH2:5][O:6][C:7]1[CH:12]=[CH:11][C:10]([NH2:13])=[CH:9][CH:8]=1.[CH2:17]([O:19][C:20](=[O:27])[C:21]([CH3:26])([CH3:25])[C:22](O)=[O:23])[CH3:18]>C1CCCCC1.C(OCC)(=O)C>[CH2:17]([O:19][C:20](=[O:27])[C:21]([CH3:26])([CH3:25])[C:22]([NH:13][C:10]1[CH:11]=[CH:12][C:7]([O:6][CH2:5][C:4]2[CH:14]=[CH:15][CH:16]=[C:2]([F:1])[CH:3]=2)=[CH:8][CH:9]=1)=[O:23])[CH3:18] |f:2.3|. Procedure details: The title compound is prepared in analogy to example 2, starting from 4-(3-fluoro-benzyloxy)-phenylamine and 2,2-dimethyl-malonic acid monoethyl ester (Holmes et al., J. Amer. Chem. Soc. 1984, 106, 2353). Yield after flash-chromatography with cyclohexane/ethyl acetate 7:3: 79%. Colorless oil. MS: m/e=359 (M+). Reactants: Cc1cc(O)cc(C)c1Br, OCCN1CCCC1, CCOC(=O)N=NC(=O)OCC, c1ccc(P(c2ccccc2)c2ccccc2)cc1. The product is Cc1cc(OCCN2CCCC2)cc(C)c1Br. As a reaction SMILES: [Br:1][c:2]1[c:3]([CH3:10])[cH:4][c:5]([OH:9])[cH:6][c:7]1[CH3:8].[N:11]1([CH2:16][CH2:17][OH:18])[CH2:12][CH2:13][CH2:14][CH2:15]1.[O:38]=[C:39]([O:40][CH2:41][CH3:42])[N:43]=[N:44][C:45]([O:46][CH2:47][CH3:48])=[O:49].[c:19]1([P:20]([c:21]2[cH:22][cH:23][cH:24][cH:25][cH:26]2)[c:27]2[cH:28][cH:29][cH:30][cH:31][cH:32]2)[cH:33][cH:34][cH:35][cH:36][cH:37]1>>[Br:1][c:2]1[c:3]([CH3:10])[cH:4][c:5]([O:9][CH2:17][CH2:16][N:11]2[CH2:12][CH2:13][CH2:14][CH2:15]2)[cH:6][c:7]1[CH3:8].